From a dataset of the Open Reaction Database (ORD), a public repository of structured organic reaction records. describe an organic reaction: reactants, conditions, products, and yield Reactants: NC(=O)c1ccc(Oc2ccc3c(c2)CCCNC3)nc1, CCOC(C)=O, ClCCCN1CCOCC1, [K+], [K+], O=C([O-])[O-], CN(C)C=O. The product is NC(=O)c1ccc(Oc2ccc3c(c2)CCCN(CCCN2CCOCC2)C3)nc1. Reaction SMILES: [CH2:1]1[NH:2][CH2:3][CH2:4][CH2:5][c:6]2[c:7]1[cH:8][cH:9][c:10]([O:12][c:13]1[n:14][cH:15][c:16]([C:17](=[O:18])[NH2:19])[cH:20][cH:21]1)[cH:11]2.[CH3:38][CH2:39][O:40][C:41](=[O:42])[CH3:43].[Cl:28][CH2:29][CH2:30][CH2:31][N:32]1[CH2:33][CH2:34][O:35][CH2:36][CH2:37]1.[K+:22].[K+:23].[O-:24][C:25]([O-:26])=[O:27].[O:44]=[CH:45][N:46]([CH3:47])[CH3:48]>>[CH2:1]1[N:2]([CH2:29][CH2:30][CH2:31][N:32]2[CH2:33][CH2:34][O:35][CH2:36][CH2:37]2)[CH2:3][CH2:4][CH2:5][c:6]2[c:7]1[cH:8][cH:9][c:10]([O:12][c:13]1[n:14][cH:15][c:16]([C:17](=[O:18])[NH2:19])[cH:20][cH:21]1)[cH:11]2.